Dataset: the Open Reaction Database (ORD), a public repository of structured organic reaction records. Task: describe an organic reaction: reactants, conditions, products, and yield Reactants: ClC1=CC=C(C=C1)C1N(C(C=2NN=C(C21)C)=O)C2=CN(C(C(=C2)C)=O)C (4-(4-chlorophenyl)-5-(1,5-dimethyl-6-oxo-1,6-dihydropyridin-3-yl)-3-methyl-4,5-dihydropyrrolo[3,4-c]pyrazol-6(1H)-one), CN(C(=O)Cl)C (dimethylcarbamic chloride). Run in N1=CC=CC=C1 (pyridine). Product: ClC1=CC=C(C=C1)C1N(C(C=2N(N=C(C21)C)C(=O)N(C)C)=O)C2=CN(C(C(=C2)C)=O)C (4-(4-chlorophenyl)-5-(1,5-dimethyl-6-oxo-1,6-dihydropyridin-3-yl)-N,N,3-trimethyl-6-oxo-5,6-dihydropyrrolo[3,4-c]pyrazole-1(4H)-carboxamide), ClC1=CC=C(C=C1)C1N(C(C2=NN(C(=C21)C)C(=O)N(C)C)=O)C2=CN(C(C(=C2)C)=O)C (4-(4-chlorophenyl)-5-(1,5-dimethyl-6-oxo-1,6-dihydropyridin-3-yl)-N,N,3-trimethyl-6-oxo-5,6-dihydropyrrolo[3,4-c]pyrazole-2(4H)-carboxamide). RXN SMILES: [Cl:1][C:2]1[CH:7]=[CH:6][C:5]([CH:8]2[C:15]3[C:14]([CH3:16])=[N:13][NH:12][C:11]=3[C:10](=[O:17])[N:9]2[C:18]2[CH:23]=[C:22]([CH3:24])[C:21](=[O:25])[N:20]([CH3:26])[CH:19]=2)=[CH:4][CH:3]=1.[CH3:27][N:28]([CH3:32])[C:29](Cl)=[O:30]>N1C=CC=CC=1>[Cl:1][C:2]1[CH:7]=[CH:6][C:5]([CH:8]2[C:15]3[C:14]([CH3:16])=[N:13][N:12]([C:29]([N:28]([CH3:32])[CH3:27])=[O:30])[C:11]=3[C:10](=[O:17])[N:9]2[C:18]2[CH:23]=[C:22]([CH3:24])[C:21](=[O:25])[N:20]([CH3:26])[CH:19]=2)=[CH:4][CH:3]=1.[Cl:1][C:2]1[CH:7]=[CH:6][C:5]([CH:8]2[C:15]3[C:11](=[N:12][N:13]([C:29]([N:28]([CH3:32])[CH3:27])=[O:30])[C:14]=3[CH3:16])[C:10](=[O:17])[N:9]2[C:18]2[CH:23]=[C:22]([CH3:24])[C:21](=[O:25])[N:20]([CH3:26])[CH:19]=2)=[CH:4][CH:3]=1. Reported procedure: A mixture of 4-(4-chlorophenyl)-5-(1,5-dimethyl-6-oxo-1,6-dihydropyridin-3-yl)-3-methyl-4,5-dihydropyrrolo[3,4-c]pyrazol-6(1H)-one (Example 27) (200 mg, 0.542 mmol) and dimethylcarbamic chloride (0.06 mL, 0.651 mmol) in pyridine (2 mL) for 8 h at 100° C. The reaction mixture was concentrated, diluted in CH2Cl2/water, and extracted twice with CH2Cl2. The combined organic extracts were washed with brine, dried (Na2SO4) and concentrated. The residue was purified by chromatography (1% ammonia/5% MeO... The reactants are [N+](=O)([O-])C=1C=CC(=NC1)OC=1C=C2CCC(OC2=CC1)C1=CC=CC=C1 (5-nitro-2-(2-phenylchroman-6-yloxy)pyridine), [N+](=O)([O-])C1=C(C=CC=C1)C1OC2=CC=C(C=C2CC1)O (2-(2-nitrophenyl)chroman-6-ol). Product: [N+](=O)([O-])C=1C=CC(=NC1)OC=1C=C2CCC(OC2=CC1)C1=C(C=CC=C1)[N+](=O)[O-] (5-Nitro-2-[2-(2-nitrophenyl)chroman-6-yloxy]pyridine). As a reaction SMILES: [N+:1]([C:4]1[CH:5]=[CH:6][C:7]([O:10][C:11]2[CH:12]=[C:13]3[C:18](=[CH:19][CH:20]=2)[O:17][CH:16]([C:21]2[CH:26]=[CH:25][CH:24]=[CH:23][CH:22]=2)[CH2:15][CH2:14]3)=[N:8][CH:9]=1)([O-:3])=[O:2].[N+:27](C1C=CC=CC=1C1CCC2C(=CC=C(O)C=2)O1)([O-:29])=[O:28]>>[N+:1]([C:4]1[CH:5]=[CH:6][C:7]([O:10][C:11]2[CH:12]=[C:13]3[C:18](=[CH:19][CH:20]=2)[O:17][CH:16]([C:21]2[CH:22]=[CH:23][CH:24]=[CH:25][C:26]=2[N+:27]([O-:29])=[O:28])[CH2:15][CH2:14]3)=[N:8][CH:9]=1)([O-:3])=[O:2]. Procedure details: 5-Nitro-2-[2-(2-nitrophenyl)chroman-6-yloxy]pyridine was prepared as described for 5-nitro-2-(2-phenylchroman-6-yloxy)pyridine in Example 1(b) starting from 2-(2-nitrophenyl)chroman-6-ol. 1H NMR (400 MHz, d6-DMSO) δ: 9.04 (d, 1H, J 2.9 Hz), 8.60 (dd, 1H, J 9.1, 2.9 Hz), 8.03 (d, 1H, J 7.9 Hz), 7.80-7.85 (m, 2H), 7.62-7.66 (m, 1H), 7.22 (d, 1H, J 9.1 Hz), 7.04 (d, 1H, J 2.8 Hz), 6.98 (dd, 1H, J 8.8, 2.8 Hz), 6.88 (d, 1H, J 8.8 Hz), 5.52 (dd, 1H, J 10.3, 2.0 Hz), 2.99-3.31 (m, 1H), 2.80-2.85 (m, 1... The product is COC([C@H](CC1=C(C=C(C=C1)O)OC)OCC)=O ((2S)-2-Ethoxy-3-(4-hydroxy-2-methoxy-phenyl)-propionic acid methyl ester). The reactants are COC([C@H]([C@H](O)C1=C(C=C(C=C1)OCC1=CC=CC=C1)OC)OCC)=O ((2S,3R)-3-(4-benzyloxy-2-methoxy-phenyl)-2-ethoxy-3-hydroxy-propionic acid methyl ester), O.O.C(C(=O)O)(=O)O (oxalic acid dihydrate). The solvent is C(C)(C)O (isopropanol). Reported procedure: A solution of (2S,3R)-3-(4-benzyloxy-2-methoxy-phenyl)-2-ethoxy-3-hydroxy-propionic acid methyl ester (100 mg, 200 μmol) and oxalic acid dihydrate (150 mg, 1.2 mmol) in isopropanol (2 ml) was hydrogenated at a pressure of 50 atmospheres over 10% palladium on charcoal (20 mg) at ambient temperature for 6.5 h. The catalyst was filtered off and the solvent evaporated under reduced pressure. The residue was dissolved in ice water/aqueous sodium bicarbonate solution 1/1 and extracted two times with e... Reaction SMILES: [CH3:1][O:2][C:3](=[O:26])[C@@H:4]([O:23][CH2:24][CH3:25])[C@@H:5]([C:7]1[CH:12]=[CH:11][C:10]([O:13]CC2C=CC=CC=2)=[CH:9][C:8]=1[O:21][CH3:22])O.O.O.C(O)(=O)C(O)=O>C(O)(C)C.[Pd]>[CH3:1][O:2][C:3](=[O:26])[C@@H:4]([O:23][CH2:24][CH3:25])[CH2:5][C:7]1[CH:12]=[CH:11][C:10]([OH:13])=[CH:9][C:8]=1[O:21][CH3:22] |f:1.2.3|. Yield: 85.0%. The reagents and catalysts are [Pd] (palladium on charcoal). Reactants: N1C=NC(=C1)C=1C(=NOC1C)C1=CC=CC=C1 (4-(1H-imidazol-4-yl)-5-methyl-3-phenyl-isoxazole), C(CC)C1=CC=C(C=C1)B(O)O (4-propylphenylboronic acid). Yields the product CC1=C(C(=NO1)C1=CC=CC=C1)C=1N=CN(C1)C1=CC=C(C=C1)CCC (5-Methyl-3-phenyl-4-[1-(4-propyl-phenyl)-1H-imidazol-4-yl]-isoxazole). Isolated yield 30.0%. Reaction SMILES: [NH:1]1[CH:5]=[C:4]([C:6]2[C:7]([C:12]3[CH:17]=[CH:16][CH:15]=[CH:14][CH:13]=3)=[N:8][O:9][C:10]=2[CH3:11])[N:3]=[CH:2]1.[CH2:18]([C:21]1[CH:26]=[CH:25][C:24](B(O)O)=[CH:23][CH:22]=1)[CH2:19][CH3:20]>>[CH3:11][C:10]1[O:9][N:8]=[C:7]([C:12]2[CH:13]=[CH:14][CH:15]=[CH:16][CH:17]=2)[C:6]=1[C:4]1[N:3]=[CH:2][N:1]([C:24]2[CH:25]=[CH:26][C:21]([CH2:18][CH2:19][CH3:20])=[CH:22][CH:23]=2)[CH:5]=1. Procedure details: As described for Example 3, 4-(1H-imidazol-4-yl)-5-methyl-3-phenyl-isoxazole (112.6 mg, 0.5 mmol) was converted, using 4-propylphenylboronic acid instead of 4-fluorophenylboronic acid, to the title compound (52 mg, 30%) which was obtained as a white solid. MS (ESI): m/e=344.0 [M+H]+. The reactants are N1CCCC1 (Pyrrolidine), [OH-].[Na+] (NaOH), BrCCCCl (1-bromo-3-chloropropane). Solvent: CC(=O)C (acetone). Product: ClCCCN1CCCC1 (1-(3-Chloro-propyl)-pyrrolidine). Isolated yield 56.6%. As a reaction SMILES: [NH:1]1[CH2:5][CH2:4][CH2:3][CH2:2]1.[OH-].[Na+].Br[CH2:9][CH2:10][CH2:11][Cl:12]>CC(C)=O>[Cl:12][CH2:11][CH2:10][CH2:9][N:1]1[CH2:5][CH2:4][CH2:3][CH2:2]1 |f:1.2|. Procedure details: Pyrrolidine (10 g, 0.14 mol), acetone (28 ml), 5M NaOH solution (21 ml) and 1-bromo-3-chloropropane (24.4 g, 0.15 mol) were stirred together under N2 for 8 hours. The organic layer was separated and concentrated in vacuo. The crude product was purified by vacuum distillation (b.p. 90° C./30 mbar) to give the title compound (11.7 g, 57%) as a colourless oil. The reactants are CCOCC, Cc1ccccc1, Cl, NC1CCCC(C(=O)O)C1, O, OCc1ccccc1, Cc1ccc(S(=O)(=O)O)cc1. The product is NC1CCCC(C(=O)OCc2ccccc2)C1, Cc1ccc(S(=O)(=O)O)cc1. RXN SMILES: [CH3:32][CH2:33][O:34][CH2:35][CH3:36].[CH3:37][c:38]1[cH:39][cH:40][cH:41][cH:42][cH:43]1.[ClH:1].[NH2:2][CH:3]1[CH2:4][CH:5]([C:9](=[O:10])[OH:11])[CH2:6][CH2:7][CH2:8]1.[OH2:20].[OH:12][CH2:13][c:14]1[cH:15][cH:16][cH:17][cH:18][cH:19]1.[c:21]1([CH3:31])[cH:22][cH:23][c:24]([S:27](=[O:28])(=[O:29])[OH:30])[cH:25][cH:26]1>>[NH2:2][CH:3]1[CH2:4][CH:5]([C:9]([O:10][CH2:13][c:14]2[cH:15][cH:16][cH:17][cH:18][cH:19]2)=[O:11])[CH2:6][CH2:7][CH2:8]1.[c:21]1([CH3:31])[cH:22][cH:23][c:24]([S:27](=[O:28])(=[O:29])[OH:30])[cH:25][cH:26]1. Reactants: C1=C(C=CC2=CC=CC=C12)S(=O)(=O)Cl (Naphthalene-2-sulfonyl chloride), N1(CCNCC1)C=1C=CC=2N(N1)C(=NN2)C(F)(F)F (6-(piperazin-1-yl)-3-(trifluoromethyl)-[1,2,4]triazolo[4,3-b]pyridazine). The solvent is N1=CC=CC=C1 (pyridine). Reaction conditions: time 18 hour. Yields the product C1=C(C=CC2=CC=CC=C12)S(=O)(=O)N1CCN(CC1)C=1C=CC=2N(N1)C(=NN2)C(F)(F)F (6-[4-(naphthalen-2-ylsulfonyl)piperazin-1-yl]-3-(trifluoromethyl)[1,2,4]triazolo[4,3-b]pyridazine). Isolated yield 66.1%. As a reaction SMILES: [CH:1]1[C:10]2[C:5](=[CH:6][CH:7]=[CH:8][CH:9]=2)[CH:4]=[CH:3][C:2]=1[S:11](Cl)(=[O:13])=[O:12].[N:15]1([C:21]2[CH:22]=[CH:23][C:24]3[N:25]([C:27]([C:30]([F:33])([F:32])[F:31])=[N:28][N:29]=3)[N:26]=2)[CH2:20][CH2:19][NH:18][CH2:17][CH2:16]1>N1C=CC=CC=1>[CH:1]1[C:10]2[C:5](=[CH:6][CH:7]=[CH:8][CH:9]=2)[CH:4]=[CH:3][C:2]=1[S:11]([N:18]1[CH2:17][CH2:16][N:15]([C:21]2[CH:22]=[CH:23][C:24]3[N:25]([C:27]([C:30]([F:31])([F:32])[F:33])=[N:28][N:29]=3)[N:26]=2)[CH2:20][CH2:19]1)(=[O:13])=[O:12]. Reported procedure: Naphthalene-2-sulfonyl chloride (175 mg, 0.77 mmol) was added to 6-(piperazin-1-yl)-3-(trifluoromethyl)-[1,2,4]triazolo[4,3-b]pyridazine (150 mg, 0.55 mmol) in pyridine (2 mL). The resulting solution was stirred at room temperature for 18 hours. The reaction mixture was evaporated to remove the pyridine. The crude product was purified by preparative HPLC (Phenomenex Gemini C18 110A (axia) column, 5μ silica, 19 mm diameter, 100 mm length), using decreasingly polar mixtures of water (containing 1%... Starting materials: [Li]C, CI, COc1ccc(CC2N(C)CCC(=O)C2(C)C)cc1, Cl, [Li], O. Yields the product COc1ccc(CC2N(C)CCC(C)(O)C2(C)C)cc1. As a reaction SMILES: [CH3:1][Li:2].[CH3:3][I:4].[CH3:7][O:8][c:9]1[cH:10][cH:11][c:12]([CH2:13][CH:14]2[N:15]([CH3:23])[CH2:16][CH2:17][C:18](=[O:22])[C:19]2([CH3:20])[CH3:21])[cH:24][cH:25]1.[ClH:6].[Li:5].[OH2:26]>>[CH3:1][C:18]1([OH:22])[CH2:17][CH2:16][N:15]([CH3:23])[CH:14]([CH2:13][c:12]2[cH:11][cH:10][c:9]([O:8][CH3:7])[cH:25][cH:24]2)[C:19]1([CH3:20])[CH3:21]. Starting materials: C(C1=CC=CC=C1)OC1=C2CCCC2=CC(=C1CC(CO)O)Cl ((±)-3-[4-(benzyloxy)-6-chloro-2,3-dihydro-1H-inden-5-yl]propane-1,2-diol), C1(=CC=C(C=C1)S(=O)(=O)Cl)C (p-toluenesulfonyl chloride), Intermediate 18. Run in N1=CC=CC=C1 (pyridine). The product is CC1=CC=C(C=C1)S(=O)(=O)OCC(CC=1C(=C2CCCC2=CC1Cl)OCC1=CC=CC=C1)O ((±)-3-[4-(benzyloxy)-6-chloro-2,3-dihydro-1H-inden-5-yl]-2-hydroxypropyl 4-methylbenzenesulfonate). Isolated yield 77.0%. As a reaction SMILES: [CH2:1]([O:8][C:9]1[C:17]([CH2:18][CH:19]([OH:22])[CH2:20][OH:21])=[C:16]([Cl:23])[CH:15]=[C:14]2[C:10]=1[CH2:11][CH2:12][CH2:13]2)[C:2]1[CH:7]=[CH:6][CH:5]=[CH:4][CH:3]=1.[C:24]1([CH3:34])[CH:29]=[CH:28][C:27]([S:30](Cl)(=[O:32])=[O:31])=[CH:26][CH:25]=1>N1C=CC=CC=1>[CH3:34][C:24]1[CH:29]=[CH:28][C:27]([S:30]([O:21][CH2:20][CH:19]([OH:22])[CH2:18][C:17]2[C:9]([O:8][CH2:1][C:2]3[CH:3]=[CH:4][CH:5]=[CH:6][CH:7]=3)=[C:10]3[C:14](=[CH:15][C:16]=2[Cl:23])[CH2:13][CH2:12][CH2:11]3)(=[O:32])=[O:31])=[CH:26][CH:25]=1. Procedure: Treatment of (±)-3-[4-(benzyloxy)-6-chloro-2,3-dihydro-1H-inden-5-yl]propane-1,2-diol (5.60 g, 0.0168 mol) with p-toluenesulfonyl chloride (3.70 g, 0.0194 mol) in pyridine (200 mL) generally according to the procedure described for Intermediate 18 provided 6.30 g (77%) of (±)-3-[4-(benzyloxy)-6-chloro-2,3-dihydro-1H-inden-5-yl]-2-hydroxypropyl 4-methylbenzenesulfonate as a light yellow oil. 1H NMR (DMSO-d6) 8H 7.65(d, 2H); 7.40(m, 7H); 7.05(s, 1H); 5.25(s, 1H); 4.90(s, 2H); 3.80(m, 3H); 2.90(m, ...